From a dataset of the Open Reaction Database (ORD), a public repository of structured organic reaction records. describe an organic reaction: reactants, conditions, products, and yield The reactants are [N+](=O)([O-])C1=CC=CC2=C(C=CC=C12)[N+](=O)[O-] (1,5-dinitro naphthalene), [H][H] (hydrogen), [H][H] (hydrogen), O (water), C (charcoal). The reagents and catalysts are dry catalyst, [Pt] (platinum). Run in NC1=CC=CC=C1 (aniline). Run at temperature 18 celsius. Yields the product NC1=CC=CC2=C(C=CC=C12)N (1,5-diamino naphthalene). Reaction SMILES: [N+:1]([C:4]1[C:13]2[C:8](=[C:9]([N+:14]([O-])=O)[CH:10]=[CH:11][CH:12]=2)[CH:7]=[CH:6][CH:5]=1)([O-])=O.O.C.[H][H]>NC1C=CC=CC=1.[Pt]>[NH2:1][C:4]1[C:13]2[C:8](=[C:9]([NH2:14])[CH:10]=[CH:11][CH:12]=2)[CH:7]=[CH:6][CH:5]=1. Reported procedure: 60 g (0.275 mol) of 1,5-dinitro naphthalene were suspended, in a 700 ml stirrer autoclave, in 340 ml of aniline and treated with 18 g of water-moist, 1%-strength catalyst of platinum and activated charcoal corresponding to 8 g of dry catalyst. Hydrogenation was carried out at 50° C. and a hydrogen pressure of 10 bars, as was described in Example 1. The hydrogen uptake was finished after 2 hours. The catalyst was separated off by filtration at 80° C. and the aniline subsequently removed by water-... Reactants: 14, OCCN1C(=NC=2C1=NC=CC2)NC2CCN(CC2)C(=O)OCC (ethyl 4-[[3-(2-hydroxyethyl)-3H-imidazo[4,5-b]pyridin-2-yl]amino]-1-piperidinecarboxylate), [OH-].[K+] (potassium hydroxide). Solvent: CC(C)O (2-propanol). Conditions: time 8 hour. Yields the product N1CCC(CC1)NC1=NC=2C(=NC=CC2)N1CCO (2-(4-piperidinylamino)-3H-imidazo[4,5-b]pyridine-3-ethanol). Yield: 52.3%. Reaction SMILES: [OH:1][CH2:2][CH2:3][N:4]1[C:8]2=[N:9][CH:10]=[CH:11][CH:12]=[C:7]2[N:6]=[C:5]1[NH:13][CH:14]1[CH2:19][CH2:18][N:17](C(OCC)=O)[CH2:16][CH2:15]1.[OH-].[K+]>CC(O)C>[NH:17]1[CH2:16][CH2:15][CH:14]([NH:13][C:5]2[N:4]([CH2:3][CH2:2][OH:1])[C:8]3=[N:9][CH:10]=[CH:11][CH:12]=[C:7]3[N:6]=2)[CH2:19][CH2:18]1 |f:1.2|. Reported procedure: A mixture of 14 parts of ethyl 4-[[3-(2-hydroxyethyl)-3H-imidazo[4,5-b]pyridin-2-yl]amino]-1-piperidinecarboxylate, 22 parts of potassium hydroxide and 160 parts of 2-propanol was stirred overnight at reflux temperature. The reaction mixture was evaporated and the residue was taken up in water. The aqueous layer was salted out with potassium carbonate and the product was extracted with tetrahydrofuran. The extract was dried, filtered and evaporated. The residue was crystallized from acetonitrile... Starting materials: CC(C)(C)[Si](C)(C)OC12C=CC(OCc3ccc([N+](=O)[O-])cc3)C(C1)OC2=O, C1CCOC1, CCCC[N+](CCCC)(CCCC)CCCC, Cl, [F-]. Yields the product O=C1OC2CC1(O)C=CC2OCc1ccc([N+](=O)[O-])cc1. As a reaction SMILES: [C:19]([Si:20]([CH3:21])([CH3:22])[O:24][C:25]12[CH2:26][CH:27]([CH:28]([O:31][CH2:32][c:33]3[cH:34][cH:35][c:36]([N+:39](=[O:40])[O-:41])[cH:37][cH:38]3)[CH:29]=[CH:30]1)[O:42][C:43]2=[O:44])([CH3:23])([CH3:45])[CH3:46].[CH2:48]1[O:49][CH2:50][CH2:51][CH2:52]1.[CH3:2][CH2:3][CH2:4][CH2:5][N+:6]([CH2:7][CH2:8][CH2:9][CH3:10])([CH2:11][CH2:12][CH2:13][CH3:14])[CH2:15][CH2:16][CH2:17][CH3:18].[ClH:47].[F-:1]>>[OH:24][C:25]12[CH2:26][CH:27]([CH:28]([O:31][CH2:32][c:33]3[cH:34][cH:35][c:36]([N+:39](=[O:40])[O-:41])[cH:37][cH:38]3)[CH:29]=[CH:30]1)[O:42][C:43]2=[O:44]. Starting materials: COc1c(C#N)cc(C(=O)N2CS(=O)(=O)c3ccccc32)cc1C(C)C, CN(C)C=O, [Cl-], Cl, [Li+]. Product: CC(C)c1cc(C(=O)N2CS(=O)(=O)c3ccccc32)cc(C#N)c1O. RXN SMILES: [C:1](#[N:2])[c:3]1[cH:4][c:5]([C:6](=[O:7])[N:8]2[CH2:9][S:10](=[O:17])(=[O:18])[c:11]3[c:12]2[cH:13][cH:14][cH:15][cH:16]3)[cH:19][c:20]([CH:24]([CH3:25])[CH3:26])[c:21]1[O:22][CH3:23].[CH3:30][N:31]([CH3:32])[CH:33]=[O:34].[Cl-:28].[ClH:29].[Li+:27]>>[C:1](#[N:2])[c:3]1[cH:4][c:5]([C:6](=[O:7])[N:8]2[CH2:9][S:10](=[O:17])(=[O:18])[c:11]3[c:12]2[cH:13][cH:14][cH:15][cH:16]3)[cH:19][c:20]([CH:24]([CH3:25])[CH3:26])[c:21]1[OH:22]. RXN SMILES: [C:1]1([C:20]2[CH:25]=[CH:24][CH:23]=[CH:22][CH:21]=2)[CH:6]=[CH:5][CH:4]=[CH:3][C:2]=1[CH2:7][N:8]1[CH2:13][CH2:12][N:11]([CH2:14][C:15]([O:17]CC)=O)[CH2:10][CH2:9]1.[NH2:26][NH2:27]>C(O)C>[C:1]1([C:20]2[CH:25]=[CH:24][CH:23]=[CH:22][CH:21]=2)[CH:6]=[CH:5][CH:4]=[CH:3][C:2]=1[CH2:7][N:8]1[CH2:13][CH2:12][N:11]([CH2:14][C:15]([NH:26][NH2:27])=[O:17])[CH2:10][CH2:9]1. Procedure: Synthesized according to General Procedure C: 6{12} (4.34 g, 13.4 mmol, 1 equiv.), anhydrous hydrazine (1.3 mL, 40.1 mmol, 3 equiv.), ethanol (27.0 mL). Purification by silica gel column chromatography (4:1 EtOAc:MeOH) afforded 1{12} (4.02 g, 93%) as a beige solid. 1H-NMR (500 MHz, CDCl3): δ 8.12 (br s, 1H), 7.50 (dd, 1H, J=2.0, 7.0 Hz), 7.41-7.34 (m, 5H) 7.33-7.29 (m, 2H), 7.26-7.24 (m, 1H), 3.83 (br s, 2H), 3.40 (s, 2H), 3.04 (s, 2H), 2.47 (br s, 4H), 2.36 (br s, 4H). 13C-NMR (125 MHz, CDCl3):... The solvent is C(C)O (ethanol). Yields the product C1(=C(C=CC=C1)CN1CCN(CC1)CC(=O)NN)C1=CC=CC=C1 (2-(4-([1,1′-biphenyl]-2-ylmethyl)piperazin-1-yl)acetohydrazide). The reactants are C1(=C(C=CC=C1)CN1CCN(CC1)CC(=O)OCC)C1=CC=CC=C1 (Ethyl 2-(4-([1,1′-biphenyl]-2-ylmethyl)piperazin-1-yl)acetate), NN (hydrazine). Reactants: CC[Zn]CC, ClCCl, ICI, OC1C=C(c2ccc3ccccc3c2)CC1. Product: OC1CCC2(c3ccc4ccccc4c3)CC12. As a reaction SMILES: [CH3:17][CH2:18][Zn:19][CH2:20][CH3:21].[Cl:25][CH2:26][Cl:27].[I:22][CH2:23][I:24].[cH:1]1[c:2]([C:11]2=[CH:12][CH:13]([OH:16])[CH2:14][CH2:15]2)[cH:3][cH:4][c:5]2[cH:6][cH:7][cH:8][cH:9][c:10]12>>[cH:1]1[c:2]([C:11]23[CH:12]([CH:13]([OH:16])[CH2:14][CH2:15]2)[CH2:17]3)[cH:3][cH:4][c:5]2[cH:6][cH:7][cH:8][cH:9][c:10]12. The reactants are C(C=C)(=O)O (acrylic acid), O1CCCC=C1 (dihydropyran). Run in ClCCl (dichloromethane). Yields the product C(C=C)(=O)OC1OCCCC1 (tetrahydropyran-2-yl acrylate). The yield is 26.0%. As a reaction SMILES: [C:1]([OH:5])(=[O:4])[CH:2]=[CH2:3].[O:6]1[CH:11]=[CH:10][CH2:9][CH2:8][CH2:7]1>ClCCl>[C:1]([O:5][CH:7]1[CH2:8][CH2:9][CH2:10][CH2:11][O:6]1)(=[O:4])[CH:2]=[CH2:3]. Procedure: A solution of 10.5 g (146 mmol, 10 ml) acrylic acid and 14.0 g (166 mmol, 15.2 ml) dihydropyran in 40 ml dichloromethane was stirred at room temperature for one day. The mixture was washed with saturated aqueous sodium bicarbonate and the organic layer was concentrated in vacuo. The residue was distilled to give 5.93 g (38.0 mmol, 26% yield) tetrahydropyran-2-yl acrylate, bp 40° C. at 0.2 torr.